From a dataset of the Open Reaction Database (ORD), a public repository of structured organic reaction records. describe an organic reaction: reactants, conditions, products, and yield Starting materials: C(#N)/C(/C(=O)OCC)=C(\C)/C1=CC=C(C=C1)N1CCN(CC1)C ((Z)-ethyl 2-cyano-3-(4-(4-methylpiperazin-1-yl)phenyl)but-2-enoate), Mg. Solvent: CO (methanol). Run at time 2 hour. Yields the product C(#N)C(C(=O)OC)C(C)C1=CC=C(C=C1)N1CCN(CC1)C (methyl 2-cyano-3-(4-(4-methylpiperazin-1-yl)phenyl)butanoate). The yield is 57.7%. Reaction SMILES: [C:1](/[C:3](=[C:9](/[C:11]1[CH:16]=[CH:15][C:14]([N:17]2[CH2:22][CH2:21][N:20]([CH3:23])[CH2:19][CH2:18]2)=[CH:13][CH:12]=1)\[CH3:10])/[C:4]([O:6][CH2:7]C)=[O:5])#[N:2]>CO>[C:1]([CH:3]([CH:9]([C:11]1[CH:16]=[CH:15][C:14]([N:17]2[CH2:18][CH2:19][N:20]([CH3:23])[CH2:21][CH2:22]2)=[CH:13][CH:12]=1)[CH3:10])[C:4]([O:6][CH3:7])=[O:5])#[N:2]. Procedure details: (Z)-ethyl 2-cyano-3-(4-(4-methylpiperazin-1-yl)phenyl)but-2-enoate (700 mg, 2.30 mmol) was added to a stirred mixture of Mg metal (2.10 g, 89.4 mmol) in methanol (20 ml) at 0° C. and stirred for 2 h at room temperature (reaction was activated by Mg metal, so exothermic). Then the reaction mixture was quenched with 6N HCl (20 ml) up to a clear solution was obtained. The reaction mixture was washed with ethyl acetate (2×20 ml), basified with saturated sodium bicarbonate and extracted with DCM (3×5... The reactants are aqueous solution, [OH-].[Na+] (sodium hydroxide), CC1(OC2=C(C1C1=CC=C(C=C1)C)C(=C(C(=C2C)C)N)C)C ((+)-2,2,4,6,7-pentamethyl-3-(4-methylphenyl)-2,3-dihydro-1-benzofuran-5-amine), COC=1C=C2C(C(=O)OC2=O)=CC1OC (4,5-dimethoxyphthalic anhydride), C(C)N=C=NCCCN(C)C (1-ethyl-3-(3-dimethylaminopropyl)carbodiimide), ON1N=NC2=C1C=CC=C2 (1-hydroxy-1H-benzotriazole). Solvent: O (Water), O1CCCC1 (tetrahydrofuran). Product: COC=1C=C2C(N(C(C2=CC1OC)=O)C=1C(=C(C2=C(C(C(O2)(C)C)C2=CC=C(C=C2)C)C1C)C)C)=O ((+)-5,6-dimethoxy-2-[2,2,4,6,7-pentamethyl-3-(4-methylphenyl)-2,3-dihydro-1-benzofuran-5-yl]-1H-isoindole-1,3(2H)-dione). Isolated yield 85.2%. As a reaction SMILES: [CH3:1][C:2]1([CH3:22])[CH:6]([C:7]2[CH:12]=[CH:11][C:10]([CH3:13])=[CH:9][CH:8]=2)[C:5]2[C:14]([CH3:21])=[C:15]([NH2:20])[C:16]([CH3:19])=[C:17]([CH3:18])[C:4]=2[O:3]1.[CH3:23][O:24][C:25]1[CH:26]=[C:27]2[C:32](=O)[O:31][C:29](=[O:30])[C:28]2=[CH:34][C:35]=1[O:36][CH3:37].C(N=C=NCCCN(C)C)C.ON1C2C=CC=CC=2N=N1.[OH-].[Na+]>O1CCCC1.O>[CH3:37][O:36][C:35]1[CH:34]=[C:28]2[C:27](=[CH:26][C:25]=1[O:24][CH3:23])[C:32](=[O:31])[N:20]([C:15]1[C:16]([CH3:19])=[C:17]([CH3:18])[C:4]3[O:3][C:2]([CH3:22])([CH3:1])[CH:6]([C:7]4[CH:8]=[CH:9][C:10]([CH3:13])=[CH:11][CH:12]=4)[C:5]=3[C:14]=1[CH3:21])[C:29]2=[O:30] |f:4.5|. Procedure: To a solution of (+)-2,2,4,6,7-pentamethyl-3-(4-methylphenyl)-2,3-dihydro-1-benzofuran-5-amine (6.00 g, 20.3 mmol) in tetrahydrofuran (50 ml) was added under an argon atmosphere 4,5-dimethoxyphthalic anhydride (4.43 g, 21.3 mmol) and the mixture was refluxed with heating for 3 hours. The reaction mixture was cooled down to room temperature and then 1-ethyl-3-(3-dimethylaminopropyl)carbodiimide (WSC) hydrochloride (4.67 g, 24.4 mmol) and 1-hydroxy-1H-benzotriazole (HOBT) monohydrate (3.74 g, 24.4... Starting materials: O=C([O-])[O-], COCCOC, Cl, N#CC(C#N)CC(F)(F)C(F)(F)C(F)(F)C(F)F, FC(F)(F)C(F)(F)C(F)(F)CCI, [K+], [K+]. Product: N#CC(C#N)(CCC(F)(F)C(F)(F)C(F)(F)F)CC(F)(F)C(F)(F)C(F)(F)C(F)F. Reaction SMILES: [C:32](=[O:33])([O-:34])[O-:35].[CH3:39][O:40][CH2:41][CH2:42][O:43][CH3:44].[ClH:38].[F:1][C:2]([CH2:3][CH:4]([C:5]#[N:6])[C:7]#[N:8])([C:9]([C:10]([CH:11]([F:12])[F:13])([F:14])[F:15])([F:16])[F:17])[F:18].[I:19][CH2:20][CH2:21][C:22]([C:23]([C:24]([F:25])([F:26])[F:27])([F:28])[F:29])([F:30])[F:31].[K+:36].[K+:37]>>[F:1][C:2]([CH2:3][C:4]([C:5]#[N:6])([C:7]#[N:8])[CH2:20][CH2:21][C:22]([C:23]([C:24]([F:25])([F:26])[F:27])([F:28])[F:29])([F:30])[F:31])([C:9]([C:10]([CH:11]([F:12])[F:13])([F:14])[F:15])([F:16])[F:17])[F:18].